From a dataset of the Open Reaction Database (ORD), a public repository of structured organic reaction records. describe an organic reaction: reactants, conditions, products, and yield Reactants: [C-]#N, [C-]#N, CN(C)C=O, O=S(=O)(c1ccc(C=Cc2ccc(F)cc2F)nc1)c1cccc(Br)c1, [Zn+2]. The product is N#Cc1cccc(S(=O)(=O)c2ccc(C=Cc3ccc(F)cc3F)nc2)c1. Reaction SMILES: [C-:32]#[N:33].[C-:35]#[N:36].[CH3:27][N:28]([CH3:29])[CH:30]=[O:31].[F:1][c:2]1[c:3]([CH:9]=[CH:10][c:11]2[n:12][cH:13][c:14]([S:17](=[O:18])(=[O:19])[c:20]3[cH:21][c:22]([Br:26])[cH:23][cH:24][cH:25]3)[cH:15][cH:16]2)[cH:4][cH:5][c:6]([F:8])[cH:7]1.[Zn+2:34]>>[F:1][c:2]1[c:3]([CH:9]=[CH:10][c:11]2[n:12][cH:13][c:14]([S:17](=[O:18])(=[O:19])[c:20]3[cH:21][c:22]([C:27]#[N:28])[cH:23][cH:24][cH:25]3)[cH:15][cH:16]2)[cH:4][cH:5][c:6]([F:8])[cH:7]1. Starting materials: C(C)OC(C(=O)NC1=CC(=C(C(=C1)C)OC1=CC(=C(C=C1)O)C(N(C)C(C)C)=O)C)=O (N-{4-[4-hydroxy-3-(isopropylmethylcarbamoyl)-phenoxy]-3,5-dimethyl-phenyl}-oxamic acid ethyl ester), S(=O)(=O)([O-])[O-].[Mg+2] (magnesium sulfate), N (NH3). Solvent: CCO (EtOH), C(Cl)Cl (CH2Cl2). Conditions: time 0.5 hour. Yields the product OC1=C(C=C(OC2=C(C=C(C=C2C)NC(=O)C(=O)N)C)C=C1)C(N(C)C(C)C)=O (N-{4-[4-Hydroxy-3-(isopropylmethylcarbamoyl)-phenoxy]-3,5-dimethyl-phenyl}-oxamide). As a reaction SMILES: C([O:3][C:4](=O)[C:5]([NH:7][C:8]1[CH:13]=[C:12]([CH3:14])[C:11]([O:15][C:16]2[CH:21]=[CH:20][C:19]([OH:22])=[C:18]([C:23](=[O:29])[N:24]([CH:26]([CH3:28])[CH3:27])[CH3:25])[CH:17]=2)=[C:10]([CH3:30])[CH:9]=1)=[O:6])C.S([O-])([O-])(=O)=O.[Mg+2].[NH3:38]>CCO.C(Cl)Cl>[OH:22][C:19]1[CH:20]=[CH:21][C:16]([O:15][C:11]2[C:10]([CH3:30])=[CH:9][C:8]([NH:7][C:5]([C:4]([NH2:38])=[O:3])=[O:6])=[CH:13][C:12]=2[CH3:14])=[CH:17][C:18]=1[C:23](=[O:29])[N:24]([CH:26]([CH3:28])[CH3:27])[CH3:25] |f:1.2|. Procedure details: A solution of N-{4-[4-hydroxy-3-(isopropylmethylcarbamoyl)-phenoxy]-3,5-dimethyl-phenyl}-oxamic acid ethyl ester (7.1 mg, 0.017 mmol) in 1 mL of EtOH in the presence of magnesium sulfate (10 mg) at 0° C. was bubbled in NH3 gas for 10 min. The solution was allowed to warm to RT. After stirring at RT for 0.5 h, the solution was diluted with 2 mL of CH2Cl2 and filtered. The filtrate was concentrated to give the title compound as a white solid. MS Calc.: 399.5 Found: 398.4 (M−1). Reactants: C1(=CC=CC=C1)C1=NN=NN1.[Na] (sodium 5-phenyltetrazole), C(=C)C1(CN2N=NN=C2C2=CC=CC=C2)CC=CC=C1 (1-vinylbenzyl 5-phenyl-tetrazole), C(=C)C(C1=CC=CC=C1)Cl (Vinylbenzyl chloride), C(=C)C1=C(CN2N=NN=C2C2=CC=CC=C2)C=CC=C1 (2-vinylbenzyl 5-phenyltetrazole). Solvent: COCCO (2-methoxyethanol), COCCO (2-methoxyethanol). Reaction conditions: temperature 100 celsius. Yields the product C1(=CC=CC=C1)C1=NN=NN1 (5 -Phenyltetrazole). RXN SMILES: C(C(Cl)C1C=CC=CC=1)=C.[C:11]1([C:17]2[NH:21][N:20]=[N:19][N:18]=2)[CH:16]=[CH:15][CH:14]=[CH:13][CH:12]=1.[Na].C(C1C=CC=CC=1CN1C(C2C=CC=CC=2)=NN=N1)=C.C(C1(C=CC=CC1)CN1C(C2C=CC=CC=2)=NN=N1)=C>COCCO>[C:11]1([C:17]2[NH:21][N:20]=[N:19][N:18]=2)[CH:12]=[CH:13][CH:14]=[CH:15][CH:16]=1 |f:1.2,^1:21|. Procedure: Vinylbenzyl chloride (0.10 mole; 15.3 g, 60 percent meta-/40 percent para; Dow Experimental Monomer XC1915.00 stabilized with 5-butyl catechol (50 ppm) and nitromethane (700-1000 ppm)) was dissolved in 2-methoxyethanol (250 ml). This solution was added to a solution of sodium 5-phenyltetrazole (0.11 mole; 18.5 g) in 2-methoxyethanol and the reactants heated at 100° C. / 15 hours. The mixture was quenched with H2O (700 ml), extracted with CH2Cl2 (2×200 ml), the extracts washed with H2O (500 ml) a... The reactants are C(C1=CC=CC=C1)N1C[C@H]([C@H](C1)C1(CC1)NC(=O)OC(C)(C)C)CO (cis-1-Benzyl-4-(1-tert-butoxycarbonylaminocyclopropyl)-3-hydroxymethylpyrrolidine), [H][H] (hydrogen). The reagents and catalysts are [C].[Pd] (palladium-carbon). Solvent: CO (methanol). The product is C(C)(C)(C)OC(=O)NC1(CC1)[C@@H]1[C@@H](CNC1)CO (Cis-4-(1-tert-Butoxycarbonylaminocyclopropyl)-3-hydroxymethylpyrrolidine). Yield: 95.0%. Reaction SMILES: C([N:8]1[CH2:12][C@H:11]([C:13]2([NH:16][C:17]([O:19][C:20]([CH3:23])([CH3:22])[CH3:21])=[O:18])[CH2:15][CH2:14]2)[C@H:10]([CH2:24][OH:25])[CH2:9]1)C1C=CC=CC=1.[H][H]>CO.[C].[Pd]>[C:20]([O:19][C:17]([NH:16][C:13]1([C@H:11]2[CH2:12][NH:8][CH2:9][C@H:10]2[CH2:24][OH:25])[CH2:14][CH2:15]1)=[O:18])([CH3:23])([CH3:22])[CH3:21] |f:3.4|. Reported procedure: cis-1-Benzyl-4-(1-tert-butoxycarbonylaminocyclopropyl)-3-hydroxymethylpyrrolidine (820.1 mg, 2.376 mmol) was dissolved in methanol (50 ml). After adding a 5% palladium-carbon catalyst (moisture content: 55.6%, 750 mg), the mixture was stirred under-elevated hydrogen pressure (4.5 kg/cm2) over a period of one day and night. After filtering off the catalyst through celite (washed with methanol), the filtrate was concentrat ed under reduced pressure to obtain 578.8 mg (91.0%) of the title compound ... The reactants are BrC1=C(C=C(C=C1)COCOC)COCOC (2-Bromo-1,5-bis(methoxymethoxymethyl)benzene), FC=1C=CC2=C(COB2O)C1 (1,3-Dihydro-5-fluoro-1-hydroxy-2,1-benzoxaborole). The product is OB1OCC2=C1C=CC(=C2)CO (1,3-Dihydro-1-hydroxy-5-hydroxymethyl-2,1-benzoxaborole). RXN SMILES: Br[C:2]1[CH:7]=[CH:6][C:5]([CH2:8][O:9]COC)=[CH:4][C:3]=1[CH2:13][O:14]COC.FC1C=CC2[B:26](O)[O:25]CC=2C=1>>[OH:25][B:26]1[C:2]2[CH:7]=[CH:6][C:5]([CH2:8][OH:9])=[CH:4][C:3]=2[CH2:13][O:14]1. Procedure details: This compound was made from 18h in the same manner as compound 19b: mp 124-128° C.; 1H NMR (300 MHz, DMSO-d6) δ (ppm) 4.53 (d, 2H), 4.94 (s, 2H), 5.24 (t, 1H), 7.26 (d, 1H), 7.33 (s, 1H), 7.64 (d, 1H), 9.08 (s, 1H); ESI-MS m/z 163 (M−H)−; HPLC purity 100%. Starting materials: BrC1C(C2=CC(=CC=C2CC1)[N+](=O)[O-])=O (2-bromo-7-nitro-1-tetralone), Cl.N1C=NC(=C1)CC(=S)N (4-imidazolylthioacetamide hydrochloride). Yields the product N1C=NC(=C1)CC=1SC2=C(N1)C1=CC(=CC=C1CC2)[N+](=O)[O-] (2-(4-Imidazolylmethyl)-8-nitro-4,5-dihydronaphtho[1,2 -d]thiazole). As a reaction SMILES: Br[CH:2]1[CH2:11][CH2:10][C:9]2[C:4](=[CH:5][C:6]([N+:12]([O-:14])=[O:13])=[CH:7][CH:8]=2)[C:3]1=O.Cl.[NH:17]1[CH:21]=[C:20]([CH2:22][C:23]([NH2:25])=[S:24])[N:19]=[CH:18]1>>[NH:17]1[CH:21]=[C:20]([CH2:22][C:23]2[S:24][C:2]3[CH2:11][CH2:10][C:9]4[C:4](=[CH:5][C:6]([N+:12]([O-:14])=[O:13])=[CH:7][CH:8]=4)[C:3]=3[N:25]=2)[N:19]=[CH:18]1 |f:1.2|. Procedure details: Starting compounds: 2-bromo-7-nitro-1-tetralone, 4-imidazolylthioacetamide hydrochloride Starting materials: C(C1=CC=CC=C1)O[C@@H]1[C@H](O[C@@]([C@@H]([C@H]1OCC1=CC=CC=C1)OCC1=CC=CC=C1)(OC)C1=CC(=C(C=C1)Cl)CC1=CC=C(C=C1)OCC1=CC=CC=C1)C=O ((2S,3S,4S,5R,6S)-3,4,5-tribenzyloxy-6-[3-[(4-benzyloxyphenyl)methyl]-4-chloro-phenyl]-6-methoxy-tetrahydropyran-2-carbaldehyde), C=O (formaldehyde), N12CCCCCC2=NCCC1 (1,8-diazabicyclo[5.4.0]undec-7-ene). Run in CN(C=O)C (N,N-dimethyl formamide). Reaction conditions: time 16 hour. Product: C(C1=CC=CC=C1)O[C@@H]1[C@@](O[C@@]([C@@H]([C@H]1OCC1=CC=CC=C1)OCC1=CC=CC=C1)(OC)C1=CC(=C(C=C1)Cl)CC1=CC=C(C=C1)OCC1=CC=CC=C1)(C=O)CO ((2R,3S,4S,5R,6S)-3,4,5-tribenzyloxy-6-[3-[(4-benzyloxyphenyl)methyl]-4-chloro-phenyl]-2-(hydroxymethyl)-6-methoxy-tetrahydropyran-2-carbaldehyde). The yield is 100.1%. Reaction SMILES: [CH2:1]([O:8][C@H:9]1[C@H:14]([O:15][CH2:16][C:17]2[CH:22]=[CH:21][CH:20]=[CH:19][CH:18]=2)[C@@H:13]([O:23][CH2:24][C:25]2[CH:30]=[CH:29][CH:28]=[CH:27][CH:26]=2)[C@@:12]([C:33]2[CH:38]=[CH:37][C:36]([Cl:39])=[C:35]([CH2:40][C:41]3[CH:46]=[CH:45][C:44]([O:47][CH2:48][C:49]4[CH:54]=[CH:53][CH:52]=[CH:51][CH:50]=4)=[CH:43][CH:42]=3)[CH:34]=2)([O:31][CH3:32])[O:11][C@@H:10]1[CH:55]=[O:56])[C:2]1[CH:7]=[CH:6][CH:5]=[CH:4][CH:3]=1.[CH2:57]=[O:58].N12CCCN=C1CCCCC2>CN(C)C=O>[CH2:1]([O:8][C@H:9]1[C@H:14]([O:15][CH2:16][C:17]2[CH:18]=[CH:19][CH:20]=[CH:21][CH:22]=2)[C@@H:13]([O:23][CH2:24][C:25]2[CH:30]=[CH:29][CH:28]=[CH:27][CH:26]=2)[C@@:12]([C:33]2[CH:38]=[CH:37][C:36]([Cl:39])=[C:35]([CH2:40][C:41]3[CH:42]=[CH:43][C:44]([O:47][CH2:48][C:49]4[CH:54]=[CH:53][CH:52]=[CH:51][CH:50]=4)=[CH:45][CH:46]=3)[CH:34]=2)([O:31][CH3:32])[O:11][C@@:10]1([CH2:57][OH:58])[CH:55]=[O:56])[C:2]1[CH:3]=[CH:4][CH:5]=[CH:6][CH:7]=1. Procedure: To a solution of (2S,3S,4S,5R,6S)-3,4,5-tribenzyloxy-6-[3-[(4-benzyloxyphenyl)methyl]-4-chloro-phenyl]-6-methoxy-tetrahydropyran-2-carbaldehyde 25i (1.0 g, 1.3 mmol) in N,N-dimethyl formamide (20 mL) was added formaldehyde (2.6 mL, 32.5 mmol, 37 wt % solution) at room temperature, and then 1,8-diazabicyclo[5.4.0]undec-7-ene (0.3 mL, 0.78 mmol) was added to adjust the pH to 9. The mixture was stirred at room temperature for 16 hours and extracted with ethyl acetate (50 mL×2). The combined organic...